From a dataset of the Open Reaction Database (ORD), a public repository of structured organic reaction records. describe an organic reaction: reactants, conditions, products, and yield Reactants: ClC=1C=CC(=C(C1)N1CCC(CC1)C)[N+](=O)[O-] (1-(5-chloro-2-nitro-phenyl)-4-methyl-piperidine), OCCN1CCNCC1 (1-(2-hydroxyethyl)piperazine). Yields the product CC1CCN(CC1)C=1C=C(C=CC1[N+](=O)[O-])N1CCN(CC1)CCO (2-{4-[3-(4-Methyl-piperidin-1-yl)-4-nitro-phenyl]-piperazin-1-yl}-ethanol). Isolated yield 100.2%. RXN SMILES: Cl[C:2]1[CH:3]=[CH:4][C:5]([N+:15]([O-:17])=[O:16])=[C:6]([N:8]2[CH2:13][CH2:12][CH:11]([CH3:14])[CH2:10][CH2:9]2)[CH:7]=1.[OH:18][CH2:19][CH2:20][N:21]1[CH2:26][CH2:25][NH:24][CH2:23][CH2:22]1>>[CH3:14][CH:11]1[CH2:12][CH2:13][N:8]([C:6]2[CH:7]=[C:2]([N:24]3[CH2:25][CH2:26][N:21]([CH2:20][CH2:19][OH:18])[CH2:22][CH2:23]3)[CH:3]=[CH:4][C:5]=2[N+:15]([O-:17])=[O:16])[CH2:9][CH2:10]1. Procedure details: The procedure of Example 4, step (b) was followed using 810 mg (3.18 mmol) of 1-(5-chloro-2-nitro-phenyl)-4-methyl-piperidine (as prepared in the Example 12, step (a)) and 1.95 mL (15.9 mmol) of 1-(2-hydroxyethyl)piperazine for 14 h to afford 1.11 g (100%) of the title compound as a yellow solid: Mass spectrum (ESI, m/z): Calcd. for C18H28N4O3, 349.2 (M+H), found 349.2. Reactants: CC(C)(C)C1=NC(=NC(=C1O)C(C)(C)C)C(=O)O (4,6-bis(1,1-dimethylethyl)-5-hydroxy-2-pyrimidine carboxylic acid), C(C(=O)Cl)(=O)Cl (oxalyl chloride), Cl.CNOC (N,O-dimethyl-hydroxylamine hydrochloride), CN1CCCCC1 (1-methylpiperidine). The reagents and catalysts are CN(C=O)C (N,N-dimethylformamide). The solvent is ClCCl (dichloromethane), ClCCl (dichloromethane), ClCCl (dichloromethane). Conditions: temperature 0 celsius, time 1 hour. Product: CC(C)(C)C1=NC(=NC(=C1O)C(C)(C)C)C(=O)N(C)OC (4,6-Bis(1,1-dimethylethyl)-5-hydroxy-N-methoxy-N-methyl-2-pyrimidinecarboxamide). The yield is 58.6%. Reaction SMILES: [CH3:1][C:2]([C:5]1[C:10]([OH:11])=[C:9]([C:12]([CH3:15])([CH3:14])[CH3:13])[N:8]=[C:7]([C:16](O)=[O:17])[N:6]=1)([CH3:4])[CH3:3].C(Cl)(=O)C(Cl)=O.Cl.[CH3:26][NH:27][O:28][CH3:29].CN1CCCCC1>ClCCl.CN(C)C=O>[CH3:15][C:12]([C:9]1[C:10]([OH:11])=[C:5]([C:2]([CH3:4])([CH3:1])[CH3:3])[N:6]=[C:7]([C:16]([N:27]([O:28][CH3:29])[CH3:26])=[O:17])[N:8]=1)([CH3:14])[CH3:13] |f:2.3|. Procedure: To a slurry of 4,6-bis(1,1-dimethylethyl)-5-hydroxy-2-pyrimidine carboxylic acid (6.20 g, 24.6 mmol) and N,N-dimethylformamide (0.10 mL, 1.3 mmol) in dichloromethane (200 mL) at ~0° C. under nitrogen atmosphere is added oxalyl chloride (3.30 mL, 37.8 mmol) dropwise. The resulting mixture is stirred 1 hour at 0° C., warmed to room temperature, and stirred an additional 2 hours. The solvent is removed under vacuum and tetrahydrofuran (200 mL) added to the residue. This mixture is cooled to ~0° C. ...